From a dataset of the Open Reaction Database (ORD), a public repository of structured organic reaction records. describe an organic reaction: reactants, conditions, products, and yield Starting materials: C(#N)C1=CC=C(C=N1)CN=[N+]=[N-] (6-Cyano-3-picolyl azide), O (water), C1(=CC=CC=C1)P(C1=CC=CC=C1)C1=CC=CC=C1 (triphenylphosphine). Solvent: C1CCOC1 (THF). Run at time 8 hour. Yields the product C(#N)C1=CC=C(C=N1)CN (6-Cyano-3-picolylamine). Reaction SMILES: [C:1]([C:3]1[N:8]=[CH:7][C:6]([CH2:9][N:10]=[N+]=[N-])=[CH:5][CH:4]=1)#[N:2].O.C1(P(C2C=CC=CC=2)C2C=CC=CC=2)C=CC=CC=1>C1COCC1>[C:1]([C:3]1[N:8]=[CH:7][C:6]([CH2:9][NH2:10])=[CH:5][CH:4]=1)#[N:2]. Procedure details: The compound obtained in (a) was dissolved in 45 ml of THF and 1.2 ml of water and, while stirring, 11.2 g of triphenylphosphine were added in portions. The reaction mixture was left to stand at RT overnight. The reactants are C(C)OC(C1=C(C=C(C=C1)S(=O)(=O)C)O)=O (2-hydroxy-4-methanesulfonyl-benzoic acid ethyl ester), C(=O)([O-])[O-].[K+].[K+] (K2CO3), ClCC#N (chloroacetonitrile). Solvent: CN(C)C=O (DMF). Conditions: temperature 75 celsius. Yields the product C(C)OC(C1=C(C=C(C=C1)S(=O)(=O)C)OCC#N)=O (2-cyanomethoxy-4-methanesulfonyl-benzoic acid ethyl ester). Reaction SMILES: [CH2:1]([O:3][C:4](=[O:16])[C:5]1[CH:10]=[CH:9][C:8]([S:11]([CH3:14])(=[O:13])=[O:12])=[CH:7][C:6]=1[OH:15])[CH3:2].C([O-])([O-])=O.[K+].[K+].Cl[CH2:24][C:25]#[N:26]>CN(C=O)C>[CH2:1]([O:3][C:4](=[O:16])[C:5]1[CH:10]=[CH:9][C:8]([S:11]([CH3:14])(=[O:12])=[O:13])=[CH:7][C:6]=1[O:15][CH2:24][C:25]#[N:26])[CH3:2] |f:1.2.3|. Procedure details: A stirring solution of 11 (6.0 g) in DMF (200 mL) was treated with K2CO3 (6 g) and chloroacetonitrile (6 mL) and heated at 75° C. overnight. The mixture was cooled and partitioned between 1:1 EtOAc/hexanes and H2O. The organic layer was washed with 1 M NaOH, washed with brine, dried (MgSO4), filtered, and evaporated. The residue was triturated with Et2O/hexanes. The resulting solid was collected by filtration giving 6.6 g of 2-cyanomethoxy-4-methanesulfonyl-benzoic acid ethyl ester 12. Reactants: CN(C)C1(c2ccccc2)CCC(=CC(=O)N2CCC(c3c[nH]c4ccccc34)CC2)CC1, CCC(C)=O, C[Si](C)(C)Cl. Yields the product CN(C)C1(c2ccccc2)CCC(=CC(=O)N2CCC(c3c[nH]c4ccccc34)CC2)CC1, Cl. RXN SMILES: [CH3:1][N:2]([C:3]1([c:27]2[cH:28][cH:29][cH:30][cH:31][cH:32]2)[CH2:4][CH2:5][C:6](=[CH:9][C:10](=[O:11])[N:12]2[CH2:13][CH2:14][CH:15]([c:18]3[cH:19][nH:20][c:21]4[cH:22][cH:23][cH:24][cH:25][c:26]34)[CH2:16][CH2:17]2)[CH2:7][CH2:8]1)[CH3:33].[CH3:39][C:40]([CH2:41][CH3:42])=[O:43].[Cl:34][Si:35]([CH3:36])([CH3:37])[CH3:38]>>[CH3:1][N:2]([C:3]1([c:27]2[cH:28][cH:29][cH:30][cH:31][cH:32]2)[CH2:4][CH2:5][C:6](=[CH:9][C:10](=[O:11])[N:12]2[CH2:13][CH2:14][CH:15]([c:18]3[cH:19][nH:20][c:21]4[cH:22][cH:23][cH:24][cH:25][c:26]34)[CH2:16][CH2:17]2)[CH2:7][CH2:8]1)[CH3:33].[ClH:34]. The reactants are C(C1=CC=CC=C1)N1C=NC=C1C(CCC1=CC=C(C=C1)C(=O)NC(C)(C)C)=O (1 -benzyl-5-[3-(4-tert-butylaminocarbonylphenyl)-1-oxopropyl]-1H-imidazole), C(C)(C)(C)N (tert-butylamine), BrC1=CC=C(C=C1)F (4-bromofluorobenzene), acid chloride, C(C1=CC=CC=C1)N1C=NC=C1C(C)=O (1-benzyl-5-acetyl-1H-imidazole), C(C)OC(=O)C1=CC=C(C=O)C=C1 (4-ethoxycarbonylbenzaldehyde). Product: C(C1=CC=CC=C1)N1C=NC=C1C(CCC1=CC=C(C=C1)NC(=O)NC(C)(C)C)(O)C1=CC=C(C=C1)F (1-benzyl-5-[3-(4-tert-butylaminocarbonylaminophenyl)-1-(4-fluorophenyl)1-hydroxypropyl]-1H-imidazole). As a reaction SMILES: [CH2:1]([N:8]1[C:12]([C:13](=[O:29])[CH2:14][CH2:15][C:16]2[CH:21]=[CH:20][C:19](C(NC(C)(C)C)=O)=[CH:18][CH:17]=2)=[CH:11][N:10]=[CH:9]1)[C:2]1[CH:7]=[CH:6][CH:5]=[CH:4][CH:3]=1.C([N:37]1C(C(=O)C)=CN=C1)C1C=CC=CC=1.C(OC(C1C=CC([CH:54]=[O:55])=CC=1)=O)C.[C:58]([NH2:62])([CH3:61])([CH3:60])[CH3:59].Br[C:64]1[CH:69]=[CH:68][C:67]([F:70])=[CH:66][CH:65]=1>>[CH2:1]([N:8]1[C:12]([C:13]([C:64]2[CH:69]=[CH:68][C:67]([F:70])=[CH:66][CH:65]=2)([OH:29])[CH2:14][CH2:15][C:16]2[CH:21]=[CH:20][C:19]([NH:37][C:54]([NH:62][C:58]([CH3:61])([CH3:60])[CH3:59])=[O:55])=[CH:18][CH:17]=2)=[CH:11][N:10]=[CH:9]1)[C:2]1[CH:3]=[CH:4][CH:5]=[CH:6][CH:7]=1. Procedure: 1-benzyl-5-[3-(4-tert-butylaminocarbonylaminophenyl)-1-(4-fluorophenyl)1-hydroxypropyl]-1H-imidazole is prepared from 1 -benzyl-5-[3-(4-tert-butylaminocarbonylphenyl)-1-oxopropyl]-1H-imidazole (synthesized by aldol condensation from 1-benzyl-5-acetyl-1H-imidazole and 4-ethoxycarbonylbenzaldehyde followed by hydrogenation, converting to corresponding acid chloride and allowing the product to react with tert-butylamine) and 4-bromofluorobenzene by the method described in the example 7c). Conditions: temperature 85 celsius. Procedure: A mixture of 10.0 g of 4-bromo-2-fluoro-1-nitrobenzene, 44.4 g of caesium carbonate and 100 ml of isopropanol is heated at 85° C. (bath) for 1 h 30, and then left to cool to ambient temperature. The mixture is concentrated under vacuum and the residue is taken up with 400 ml of water and 300 ml of ethyl acetate. The aqueous phase is extracted with 100 ml of ethyl acetate and the combined organic phases are washed twice with 200 ml of water. The organic phases are dried over magnesium sulfate and... Starting materials: BrC1=CC(=C(C=C1)[N+](=O)[O-])F (4-bromo-2-fluoro-1-nitrobenzene), C([O-])([O-])=O.[Cs+].[Cs+] (caesium carbonate), C(C)(C)O (isopropanol). The product is BrC1=CC(=C(C=C1)[N+](=O)[O-])OC(C)C (4-bromo-1-nitro-2-(propan-2-yloxy)benzene). RXN SMILES: [Br:1][C:2]1[CH:7]=[CH:6][C:5]([N+:8]([O-:10])=[O:9])=[C:4](F)[CH:3]=1.C(=O)([O-])[O-].[Cs+].[Cs+].[CH:18]([OH:21])([CH3:20])[CH3:19]>>[Br:1][C:2]1[CH:7]=[CH:6][C:5]([N+:8]([O-:10])=[O:9])=[C:4]([O:21][CH:18]([CH3:20])[CH3:19])[CH:3]=1 |f:1.2.3|. The reactants are CC(C)(C)OC(=O)CCc1cc(-c2nc(=O)c3ccccc3s2)nc(S(C)(=O)=O)c1, CC(C)OC(C)C, O=C(O)C(F)(F)F. Product: CS(=O)(=O)c1cc(CCC(=O)O)cc(-c2nc(=O)c3ccccc3s2)n1. Reaction SMILES: [CH3:1][S:2](=[O:3])(=[O:4])[c:5]1[n:6][c:7](-[c:20]2[s:21][c:22]3[c:23]([c:24](=[O:26])[n:25]2)[cH:27][cH:28][cH:29][cH:30]3)[cH:8][c:9]([CH2:11][CH2:12][C:13](=[O:14])[O:15][C:16]([CH3:17])([CH3:18])[CH3:19])[cH:10]1.[CH:31]([O:32][CH:33]([CH3:34])[CH3:35])([CH3:36])[CH3:37].[OH:38][C:39]([C:40]([F:41])([F:42])[F:43])=[O:44]>>[CH3:1][S:2](=[O:3])(=[O:4])[c:5]1[n:6][c:7](-[c:20]2[s:21][c:22]3[c:23]([c:24](=[O:26])[n:25]2)[cH:27][cH:28][cH:29][cH:30]3)[cH:8][c:9]([CH2:11][CH2:12][C:13](=[O:14])[OH:15])[cH:10]1. Starting materials: Cc1ccccc1, O=[N+]([O-])c1cccc(CBr)c1, CCOP(OCC)OCC. Reaction SMILES: [CH3:22][c:23]1[cH:24][cH:25][cH:26][cH:27][cH:28]1.[N+:1](=[O:2])([O-:3])[c:4]1[cH:5][c:6]([CH2:7][Br:8])[cH:9][cH:10][cH:11]1.[P:12]([O:13][CH2:14][CH3:15])([O:16][CH2:17][CH3:18])[O:19][CH2:20][CH3:21]>>[N+:1](=[O:2])([O-:3])[c:4]1[cH:5][c:6]([CH2:7][P:12]([O:13][CH2:14][CH3:15])([O:16][CH2:17][CH3:18])=[O:19])[cH:9][cH:10][cH:11]1. Yields the product CCOP(=O)(Cc1cccc([N+](=O)[O-])c1)OCC. Starting materials: CCC(C)OC(=O)C=P(c1ccccc1)(c1ccccc1)c1ccccc1, ClCCl, O=Cc1ccc(Oc2ccc(C(F)(F)F)cc2)cc1. The product is CCC(C)OC(=O)C=Cc1ccc(Oc2ccc(C(F)(F)F)cc2)cc1. Reaction SMILES: [CH:20]([CH3:21])([CH2:22][CH3:23])[O:24][C:25](=[O:26])[CH:27]=[P:28]([c:29]1[cH:30][cH:31][cH:32][cH:33][cH:34]1)([c:35]1[cH:36][cH:37][cH:38][cH:39][cH:40]1)[c:41]1[cH:42][cH:43][cH:44][cH:45][cH:46]1.[Cl:47][CH2:48][Cl:49].[F:1][C:2]([c:3]1[cH:4][cH:5][c:6]([O:7][c:8]2[cH:9][cH:10][c:11]([CH:12]=[O:13])[cH:14][cH:15]2)[cH:16][cH:17]1)([F:18])[F:19]>>[F:1][C:2]([c:3]1[cH:4][cH:5][c:6]([O:7][c:8]2[cH:9][cH:10][c:11]([CH:12]=[CH:27][C:25]([O:24][CH:20]([CH3:21])[CH2:22][CH3:23])=[O:26])[cH:14][cH:15]2)[cH:16][cH:17]1)([F:18])[F:19]. Starting materials: CON=C(OC)c1c(Cl)ccc(C(=O)OC)c1Cl, Cl, [Na+], [OH-], O. Product: CON=C(OC)c1c(Cl)ccc(C(=O)O)c1Cl. As a reaction SMILES: [Cl:1][c:2]1[c:3]([C:4](=[O:5])[O:6][CH3:7])[cH:8][cH:9][c:10]([Cl:18])[c:11]1[C:12]([O:13][CH3:14])=[N:15][O:16][CH3:17].[ClH:21].[Na+:20].[OH-:19].[OH2:22]>>[Cl:1][c:2]1[c:3]([C:4](=[O:5])[OH:6])[cH:8][cH:9][c:10]([Cl:18])[c:11]1[C:12]([O:13][CH3:14])=[N:15][O:16][CH3:17].